This data is from the Open Reaction Database (ORD), a public repository of structured organic reaction records. The task is: describe an organic reaction: reactants, conditions, products, and yield The reagents and catalysts are [Pd] (palladium-on-charcoal). As a reaction SMILES: [CH3:1][O:2][C:3]1[CH:8]=[C:7]([N+:9]([O-])=O)[C:6]([N+:12]([O-])=O)=[CH:5][C:4]=1[O:15][CH3:16].[Br:17][CH2:18][C:19](=O)[C:20](=[O:22])C.[C:24](O)(=O)C>[Pd]>[Br:17][CH2:18][C:19]1[C:20]([O:22][CH3:24])=[N:9][C:7]2[C:6](=[CH:5][C:4]([O:15][CH3:16])=[C:3]([O:2][CH3:1])[CH:8]=2)[N:12]=1. Starting materials: COC1=C(C=C(C(=C1)[N+](=O)[O-])[N+](=O)[O-])OC (1,2-dimethoxy-4,5-dinitrobenzene), C(C)(=O)O (acetic acid), BrCC(C(C)=O)=O (1-bromo-2,3-butanedione). Yields the product BrCC1=NC2=CC(=C(C=C2N=C1OC)OC)OC (2-(Bromomethyl)-6,7-dimethoxy-3-methoxy-quinoxaline). Procedure details: 11.4 g (50 mmols) of 1,2-dimethoxy-4,5-dinitrobenzene are dissolved in 100 ml of glacial acetic acid and, after adding 0.6 g of 10% strength palladium-on-charcoal, hydrogenated under normal pressure; the temperature can rise to 60° C. during the hydrogenation. Consumption of hydrogen: 7,300 ml (100% of theory). The catalyst is filtered off and the filtrate is cooled, under nitrogen, to 5° to 10° C. Whilst stirring well, 9 g (55 mmols) of 1-bromo-2,3-butanedione are added dropwise at 10° C. The s... The reactants are CO, NCc1ccc(Cl)cc1, Cc1n[nH]c(N)c1-c1nc2ccc(S(=O)(=O)Cl)cc2s1. Yields the product Cc1n[nH]c(N)c1-c1nc2ccc(S(=O)(=O)NCc3ccc(Cl)cc3)cc2s1. RXN SMILES: [CH3:30][OH:31].[Cl:21][c:22]1[cH:23][cH:24][c:25]([CH2:26][NH2:27])[cH:28][cH:29]1.[NH2:1][c:2]1[c:3](-[c:8]2[s:9][c:10]3[c:11]([n:12]2)[cH:13][cH:14][c:15]([S:17](=[O:18])(=[O:19])[Cl:20])[cH:16]3)[c:4]([CH3:7])[n:5][nH:6]1>>[NH2:1][c:2]1[c:3](-[c:8]2[s:9][c:10]3[c:11]([n:12]2)[cH:13][cH:14][c:15]([S:17](=[O:18])(=[O:19])[NH:27][CH2:26][c:25]2[cH:24][cH:23][c:22]([Cl:21])[cH:29][cH:28]2)[cH:16]3)[c:4]([CH3:7])[n:5][nH:6]1. Reactants: S1C(NC2=C1CCCC2)=O (2,3,4,5,6,7-hexahydrobenzothiazoline-2-one), C([O-])([O-])=O.[K+].[K+] (potassium carbonate), P(=S)(OCC)(OCC)Cl (O,O-diethyl chlorothiophosphate). Run in CC(=O)C (acetone). Reaction conditions: time 24 hour. The product is C(C)OP(=S)(OCC)OC=1SC2=C(N1)CCCC2 (2-(diethoxythiophosphoryloxy)-4,5,6,7-tetrahydrobenzothiazole). Yield: 59.5%. Reaction SMILES: [S:1]1[C:5]2[CH2:6][CH2:7][CH2:8][CH2:9][C:4]=2[NH:3][C:2]1=[O:10].C(=O)([O-])[O-].[K+].[K+].[P:17](Cl)([O:22][CH2:23][CH3:24])([O:19][CH2:20][CH3:21])=[S:18]>CC(C)=O>[CH2:20]([O:19][P:17]([O:10][C:2]1[S:1][C:5]2[CH2:6][CH2:7][CH2:8][CH2:9][C:4]=2[N:3]=1)([O:22][CH2:23][CH3:24])=[S:18])[CH3:21] |f:1.2.3|. Procedure: A mixture of 6.2 g of 2,3,4,5,6,7-hexahydrobenzothiazoline-2-one, 8.4 g of potassium carbonate and 300 ml of acetone was refluxed for 1 hour and after the addition of 11.4 g of O,O-diethyl chlorothiophosphate thereto, the mixture was refluxed for another hour. The mixture was stirred at room temperature for 24 hours and was filtered to remove mineral salts. The filtrate was concentrated to dryness by distillation under reduced pressure and the residue was chromatographed over silica gel. Elution... Starting materials: CN(C)c1ccncc1, ClC(Cl)Cl, O=C(Cl)C(Cl)(Cl)Cl, Clc1cccc2nccn12. Product: O=C(c1cnc2cccc(Cl)n12)C(Cl)(Cl)Cl. As a reaction SMILES: [CH3:18][N:19]([CH3:20])[c:21]1[cH:22][cH:23][n:24][cH:25][cH:26]1.[CH:27]([Cl:28])([Cl:29])[Cl:30].[Cl:11][C:12]([C:13](=[O:14])[Cl:15])([Cl:16])[Cl:17].[Cl:1][c:2]1[cH:3][cH:4][cH:5][c:6]2[n:7]1[cH:8][cH:9][n:10]2>>[Cl:1][c:2]1[cH:3][cH:4][cH:5][c:6]2[n:7]1[c:8]([C:13]([C:12]([Cl:11])([Cl:16])[Cl:17])=[O:14])[cH:9][n:10]2.